describe an organic reaction: reactants, conditions, products, and yield From a dataset of the Open Reaction Database (ORD), a public repository of structured organic reaction records. Reactants: CCC#CCC(C(C)=O)(C(=O)OC)C(C=O)CC(=O)OC, C1CCNCC1, CC(=O)O, c1ccccc1. Yields the product CCC#CCC1(C(=O)OC)C(=O)C=CC1CC(=O)OC. As a reaction SMILES: [C:1]([CH3:2])(=[O:3])[C:4]([CH:5]([CH2:6][C:7](=[O:8])[O:9][CH3:10])[CH:11]=[O:12])([CH2:13][C:14]#[C:15][CH2:16][CH3:17])[C:18](=[O:19])[O:20][CH3:21].[CH2:32]1[CH2:33][CH2:34][NH:35][CH2:36][CH2:37]1.[CH3:28][C:29](=[O:30])[OH:31].[cH:22]1[cH:23][cH:24][cH:25][cH:26][cH:27]1>>[C:1]1(=[O:3])[CH:2]=[CH:11][CH:5]([CH2:6][C:7](=[O:8])[O:9][CH3:10])[C:4]1([CH2:13][C:14]#[C:15][CH2:16][CH3:17])[C:18](=[O:19])[O:20][CH3:21]. Reactants: N1=CC(=CC=C1)C1=NC(=C2N=CNC2=N1)N (2-(3-pyridinyl)-9H-purin-6-amine), C(C1=CN=CC=C1)(=N)N (nicotinamidine), C(=O)N (formamide). Product: NC1=NC(=NC(=C1N=O)N)C=1C=NC=CC1 (4,6-diamino-5-nitroso-2-(3-pyridinyl)pyrimidine). As a reaction SMILES: [N:1]1[CH:6]=[CH:5][CH:4]=[C:3]([C:7]2[N:15]=[C:14]3[C:10]([N:11]=C[NH:13]3)=[C:9]([NH2:16])[N:8]=2)[CH:2]=1.C(N)(=N)C1C=CC=NC=1.C(N)=[O:27]>>[NH2:16][C:9]1[C:10]([N:11]=[O:27])=[C:14]([NH2:13])[N:15]=[C:7]([C:3]2[CH:2]=[N:1][CH:6]=[CH:5][CH:4]=2)[N:8]=1. Procedure details: Taylor et al [J. Am. Chem. Soc. 81, 2442-8 (1959)] show, inter alia, the preparation of 2-(3-pyridinyl)-9H-purin-6-amine by heating the nicotinamidine salt of isonitrosomalonitrile in formamide to produce 4,6-diamino-5-nitroso-2-(3-pyridinyl)pyrimidine and heating the reaction mixture containing said 5-nitroso compound and formamide with a mixture of formic acid and sodium dithionite dihydrate to produce said 2-(3-pyridinyl)-9H-purin-6-amine, for which no use is indicated. Reactants: COc1ccc(CCl)cc1, CC(C)(C)OC(=O)N1CCN(c2c(-c3ccccc3)cnc3[nH]nc(I)c23)CC1, [K+], [K+], O=C([O-])[O-], CN(C)C=O, O. Yields the product COc1ccc(Cn2nc(I)c3c(N4CCN(C(=O)OC(C)(C)C)CC4)c(-c4ccccc4)cnc32)cc1. As a reaction SMILES: [Cl:1][CH2:2][c:3]1[cH:4][cH:5][c:6]([O:9][CH3:10])[cH:7][cH:8]1.[I:11][c:12]1[n:13][nH:14][c:15]2[n:16][cH:17][c:18](-[c:34]3[cH:35][cH:36][cH:37][cH:38][cH:39]3)[c:19]([N:21]3[CH2:22][CH2:23][N:24]([C:27](=[O:28])[O:29][C:30]([CH3:31])([CH3:32])[CH3:33])[CH2:25][CH2:26]3)[c:20]12.[K+:40].[K+:41].[O-:42][C:43]([O-:44])=[O:45].[O:47]=[CH:48][N:49]([CH3:50])[CH3:51].[OH2:46]>>[CH2:2]([c:3]1[cH:4][cH:5][c:6]([O:9][CH3:10])[cH:7][cH:8]1)[n:14]1[n:13][c:12]([I:11])[c:20]2[c:15]1[n:16][cH:17][c:18](-[c:34]1[cH:35][cH:36][cH:37][cH:38][cH:39]1)[c:19]2[N:21]1[CH2:22][CH2:23][N:24]([C:27](=[O:28])[O:29][C:30]([CH3:31])([CH3:32])[CH3:33])[CH2:25][CH2:26]1. Starting materials: C(C)(C)(C)OC(=O)N1C[C@H]([C@@H](CC1)N[C@H](C)C1=CC=CC=C1)F (trans-1-tert-butoxycarbonyl-3-fluoro-4-[(1R)-1-phenylethylamino]piperidine), FC(C(=O)O)(F)F (trifluoroacetic acid). Run in ClCCl (dichloromethane). The product is F[C@@H]1CNCC[C@H]1N[C@H](C)C1=CC=CC=C1 (trans-3-Fluoro-4-[(1R)-1-phenylethylamino]piperidine). The yield is 95.5%. As a reaction SMILES: C(OC([N:8]1[CH2:13][CH2:12][C@@H:11]([NH:14][C@@H:15]([C:17]2[CH:22]=[CH:21][CH:20]=[CH:19][CH:18]=2)[CH3:16])[C@H:10]([F:23])[CH2:9]1)=O)(C)(C)C.FC(F)(F)C(O)=O>ClCCl>[F:23][C@H:10]1[C@H:11]([NH:14][C@@H:15]([C:17]2[CH:22]=[CH:21][CH:20]=[CH:19][CH:18]=2)[CH3:16])[CH2:12][CH2:13][NH:8][CH2:9]1. Reported procedure: Using a similar procedure to that described in Example 1, step 4, trans-1-tert-butoxycarbonyl-3-fluoro-4-[(1R)-1-phenylethylamino]piperidine (0.1147 g, 0.356 mmol) was reacted with trifluoroacetic acid (0.5 mL) in dichloromethane (1.0 mL) to give 75.6 mg (96%) of the title compound as a colourless oil. δH (250 MHz, CDCl3) 1.19 (1H, m), 1.35 (3H, d, J=6.6 Hz), 1.68 (1H, m), 2.40-2.73 (3H, m), 2.85 (1H, m), 3.26 (1H, m), 3.99 (1H, q, J=6.6 Hz), 4.28 (1H, two m, J=49.8 Hz), 7.20-7.35 (5H, m). Reactants: CC(C)O, COc1cc2ncnc(Cl)c2cc1OC, Cl, Nc1cc(O)c(F)cc1F. Yields the product Cl, COc1cc2ncnc(Nc3cc(O)c(F)cc3F)c2cc1OC. Reaction SMILES: [CH:27]([OH:28])([CH3:29])[CH3:30].[Cl:2][c:3]1[n:4][cH:5][n:6][c:7]2[cH:8][c:9]([O:15][CH3:16])[c:10]([O:13][CH3:14])[cH:11][c:12]12.[ClH:1].[F:17][c:18]1[c:19]([NH2:20])[cH:21][c:22]([OH:26])[c:23]([F:25])[cH:24]1>>[ClH:2].[c:3]1([NH:20][c:19]2[c:18]([F:17])[cH:24][c:23]([F:25])[c:22]([OH:26])[cH:21]2)[n:4][cH:5][n:6][c:7]2[cH:8][c:9]([O:15][CH3:16])[c:10]([O:13][CH3:14])[cH:11][c:12]12. Reactants: NC1=NC=C(C=N1)C1=C2CC(NC2=CC=C1)=O (4-(2-Aminopyrimidin-5-yl)-1,3-dihydroindol-2-one), C(C)N(CCNC(=O)C1=C(NC(=C1C)C=O)C)CC (5-formyl-2,4-dimethyl-1H-pyrrole-3-carboxylic acid (2-diethylaminoethyl)amide). Product: C(C)N(CCNC(=O)C1=C(NC(=C1C)C=C1C(NC2=CC=CC(=C12)C=1C=NC(=NC1)N)=O)C)CC (5-[4-(2-Aminopyrimidin-5-yl)-2-oxo-1,2-dihydroindol-3-ylidene-methyl]-2,4-dimethyl-1H-pyrrole-3-carboxylic Acid (2-diethylaminoethyl)amide). Reaction SMILES: [NH2:1][C:2]1[N:7]=[CH:6][C:5]([C:8]2[CH:16]=[CH:15][CH:14]=[C:13]3[C:9]=2[CH2:10][C:11](=[O:17])[NH:12]3)=[CH:4][N:3]=1.[CH2:18]([N:20]([CH2:35][CH3:36])[CH2:21][CH2:22][NH:23][C:24]([C:26]1[C:30]([CH3:31])=[C:29]([CH:32]=O)[NH:28][C:27]=1[CH3:34])=[O:25])[CH3:19]>>[CH2:35]([N:20]([CH2:18][CH3:19])[CH2:21][CH2:22][NH:23][C:24]([C:26]1[C:30]([CH3:31])=[C:29]([CH:32]=[C:10]2[C:9]3[C:13](=[CH:14][CH:15]=[CH:16][C:8]=3[C:5]3[CH:4]=[N:3][C:2]([NH2:1])=[N:7][CH:6]=3)[NH:12][C:11]2=[O:17])[NH:28][C:27]=1[CH3:34])=[O:25])[CH3:36]. Procedure details: 4-(2-Aminopyrimidin-5-yl)-1,3-dihydroindol-2-one (55 mg) was condensed with 5-formyl-2,4-dimethyl-1H-pyrrole-3-carboxylic acid (2-diethylaminoethyl)amide (65 mg) to give the title compound. Starting materials: C(C1=CC=CC=C1)(C1=CC=CC=C1)O (benzhydrol), C(C1=CC=CC=C1)(C1=CC=CC=C1)O (benzhydrol), ON1C(C=2C(C1=O)=CC=CC2)=O (N-hydroxyphthalimide), OO (hydrogen peroxide). Run in C(C)#N (acetonitrile). Reaction conditions: temperature 75 celsius, time 24 hour. The product is C(C1=CC=CC=C1)(=O)C1=CC=CC=C1 (benzophenone). Isolated yield 52.0%. RXN SMILES: [CH:1]([OH:14])([C:8]1[CH:13]=[CH:12][CH:11]=[CH:10][CH:9]=1)[C:2]1[CH:7]=[CH:6][CH:5]=[CH:4][CH:3]=1.ON1C(=O)C2=CC=CC=C2C1=O.OO>C(#N)C>[C:1]([C:8]1[CH:13]=[CH:12][CH:11]=[CH:10][CH:9]=1)(=[O:14])[C:2]1[CH:7]=[CH:6][CH:5]=[CH:4][CH:3]=1. Reported procedure: A mixture of 5 mmol of benzhydrol, 0.5 mmol of N-hydroxyphthalimide, and 5 ml of acetonitrile was stirred at 75° C. in an air atmosphere (1 atm) for 24 hours. An iodometric analysis of a reaction mixture revealed that hydrogen peroxide was formed in yield of 41% (selectivity: 76%). Separately, a gas chromatographic analysis of the reaction mixture revealed that the conversion rate from benzhydrol was 54%, and benzophenone was formed in yield of 52%. The reactants are Cl (HCl), C(C)OC(=O)C=1N(C2=CC=C(C=C2C1CNC(=O)OC)F)CC1=CC=CC2=CC=C(C=C12)F (5-fluoro-1-(7-fluoro-naphthalen-1-ylmethyl)-3-(methoxycarbonylamino-methyl)-1H-indole-2-carboxylic acid ethyl ester). Product: C(C)OC(=O)C=1N(C2=CC=C(C=C2C1CN)F)CC1=CC=CC2=CC=C(C=C12)F (3-Aminomethyl-5-fluoro-1-(7-fluoro-naphthalen-1-ylmethyl)-1H-indole-2-carboxylic acid ethyl ester). RXN SMILES: Cl.[CH2:2]([O:4][C:5]([C:7]1[N:8]([CH2:23][C:24]2[C:33]3[C:28](=[CH:29][CH:30]=[C:31]([F:34])[CH:32]=3)[CH:27]=[CH:26][CH:25]=2)[C:9]2[C:14]([C:15]=1[CH2:16][NH:17]C(OC)=O)=[CH:13][C:12]([F:22])=[CH:11][CH:10]=2)=[O:6])[CH3:3]>>[CH2:2]([O:4][C:5]([C:7]1[N:8]([CH2:23][C:24]2[C:33]3[C:28](=[CH:29][CH:30]=[C:31]([F:34])[CH:32]=3)[CH:27]=[CH:26][CH:25]=2)[C:9]2[C:14]([C:15]=1[CH2:16][NH2:17])=[CH:13][C:12]([F:22])=[CH:11][CH:10]=2)=[O:6])[CH3:3]. Procedure details: salt with HCl (prepared according to Example 104.2.) was converted to 5-fluoro-1-(7-fluoro-naphthalen-1-ylmethyl)-3-(methoxycarbonylamino-methyl)-1H-indole-2-carboxylic acid ethyl ester as described in Example 77.1. which was hydrolyzed as described in the general procedure B (Exp. 2.2) to give the title compound as a colorless solid. MS: 423.3 ([M−H]−).